Dataset: the Open Reaction Database (ORD), a public repository of structured organic reaction records. Task: describe an organic reaction: reactants, conditions, products, and yield Reaction SMILES: [OH:1][C:2]1[C:7]([O:8][CH3:9])=[CH:6][C:5]([C:10]2[CH:15]=[CH:14][C:13]([N:16]([CH3:39])[CH2:17][CH2:18][CH2:19][N:20]([C:22]3[CH:23]=[CH:24][C:25]([C:28]4[CH:33]=[C:32]([O:34][CH3:35])[C:31]([OH:36])=[C:30]([O:37][CH3:38])[CH:29]=4)=[N:26][CH:27]=3)[CH3:21])=[CH:12][N:11]=2)=[CH:4][C:3]=1[O:40][CH3:41].[CH3:42][S:43]([OH:46])(=[O:45])=[O:44]>CO.C(Cl)(Cl)Cl>[CH3:42][S:43]([OH:46])(=[O:45])=[O:44].[CH3:42][S:43]([OH:46])(=[O:45])=[O:44].[OH:1][C:2]1[C:7]([O:8][CH3:9])=[CH:6][C:5]([C:10]2[CH:15]=[CH:14][C:13]([N:16]([CH3:39])[CH2:17][CH2:18][CH2:19][N:20]([C:22]3[CH:23]=[CH:24][C:25]([C:28]4[CH:33]=[C:32]([O:34][CH3:35])[C:31]([OH:36])=[C:30]([O:37][CH3:38])[CH:29]=4)=[N:26][CH:27]=3)[CH3:21])=[CH:12][N:11]=2)=[CH:4][C:3]=1[O:40][CH3:41] |f:2.3,4.5.6|. Yields the product CS(=O)(=O)O.CS(=O)(=O)O.OC1=C(C=C(C=C1OC)C1=NC=C(C=C1)N(CCCN(C)C=1C=CC(=NC1)C1=CC(=C(C(=C1)OC)O)OC)C)OC (N,N′-Bis[2-(4-hydroxy-3,5-dimethoxyphenyl)-5-pyridyl]-N,N′-dimethyl-1,3-propanediamine dimethanesulfonate). Isolated yield 29.7%. Run in CO.C(Cl)(Cl)Cl (methanol chloroform). Reactants: OC1=C(C=C(C=C1OC)C1=NC=C(C=C1)N(CCCN(C)C=1C=CC(=NC1)C1=CC(=C(C(=C1)OC)O)OC)C)OC (N,N′-bis[2-(4-hydroxy-3,5-dimethoxyphenyl)-5-pyridyl]-N,N′-dimethyl-1,3-propanediamine), CS(=O)(=O)O (methanesulfonic acid). Reported procedure: To a solution of N,N′-bis[2-(4-hydroxy-3,5-dimethoxyphenyl)-5-pyridyl]-N,N′-dimethyl-1,3-propanediamine (43.0 mg, 0.076 mmol) in methanol-chloroform (1:2, 3.0 mL) was added a 1.0 M aqueous methanesulfonic acid (0.16 mL, 0.16 mmol), and the reaction mixture was concentrated under reduced pressure. Ethanol (5.0 mL) was added to the residue, and the mixture was concentrated under reduced pressure. The residue was recrystallized from ethanol-diethyl ether to provide the title compound as a yellow cr... The reactants are C(C)(=O)OC(C)=O (acetic anhydride), C(C1=CC=CC=C1)N(C(=O)C1CCN(CC1)C(=O)C=1NC2=CC=CC=C2C1)C (N-benzyl-1-(1H-indole-2-carbonyl)-N-methylpiperidine-4-carboxamide), [H-].[Na+] (sodium hydride). The solvent is [Cl-].[NH4+] (ammonium chloride), C(C)(=O)OCC (ethyl acetate), CN(C)C=O (DMF), CN(C)C=O (DMF). Conditions: temperature 80 celsius, time 10 minute. Product: C(C)(=O)N1C(=CC2=CC=CC=C12)C(=O)N1CCC(CC1)C(=O)N(C)CC1=CC=CC=C1 (1-(1-acetyl-1H-indole-2-carbonyl)-N-benzyl-N-methylpiperidine-4-carboxamide). RXN SMILES: [CH2:1]([N:8]([CH3:28])[C:9]([CH:11]1[CH2:16][CH2:15][N:14]([C:17]([C:19]2[NH:20][C:21]3[C:26]([CH:27]=2)=[CH:25][CH:24]=[CH:23][CH:22]=3)=[O:18])[CH2:13][CH2:12]1)=[O:10])[C:2]1[CH:7]=[CH:6][CH:5]=[CH:4][CH:3]=1.[H-].[Na+].[C:31](OC(=O)C)(=[O:33])[CH3:32]>CN(C=O)C.[Cl-].[NH4+].C(OCC)(=O)C>[C:31]([N:20]1[C:21]2[C:26](=[CH:25][CH:24]=[CH:23][CH:22]=2)[CH:27]=[C:19]1[C:17]([N:14]1[CH2:15][CH2:16][CH:11]([C:9]([N:8]([CH2:1][C:2]2[CH:7]=[CH:6][CH:5]=[CH:4][CH:3]=2)[CH3:28])=[O:10])[CH2:12][CH2:13]1)=[O:18])(=[O:33])[CH3:32] |f:1.2,5.6|. Procedure details: A solution of N-benzyl-1-(1H-indole-2-carbonyl)-N-methylpiperidine-4-carboxamide (100 mg, 0.266 mmol) in 1 mL of DMF was added to a suspension of sodium hydride (11.72 mg, 0.293 mmol) in 2.0 mL DMF. The reaction was stirred at 80° C. for 10 minutes before adding acetic anhydride (0.050 ml, 0.533 mmol). The reaction was allowed to stir for 5 hours before it was cooled to room temperature and diluted with ammonium chloride and ethyl acetate. The organic phase was washed with saturated ammonium chl... Reactants: Oc1ccc(OCc2ccccc2)cc1, CN(C)C=O, [O-][n+]1nc(Cl)nc2ccc(Cl)cc21, [H-], [H][H], [Na+]. The product is [O-][n+]1nc(Oc2ccc(OCc3ccccc3)cc2)nc2ccc(Cl)cc21. Reaction SMILES: [CH2:1]([c:2]1[cH:3][cH:4][cH:5][cH:6][cH:7]1)[O:8][c:9]1[cH:10][cH:11][c:12]([OH:15])[cH:13][cH:14]1.[CH3:33][N:34]([CH3:35])[CH:36]=[O:37].[Cl:20][c:21]1[n:22][n+:23]([O-:32])[c:24]2[c:25]([n:26]1)[cH:27][cH:28][c:29]([Cl:31])[cH:30]2.[H-:16].[H:18][H:19].[Na+:17]>>[CH2:1]([c:2]1[cH:3][cH:4][cH:5][cH:6][cH:7]1)[O:8][c:9]1[cH:10][cH:11][c:12]([O:15][c:21]2[n:22][n+:23]([O-:32])[c:24]3[c:25]([n:26]2)[cH:27][cH:28][c:29]([Cl:31])[cH:30]3)[cH:13][cH:14]1. Reactants: COC1=C(C=C(C2=C(C(=CC(=C12)OC)Br)OC)OC)Br (1,4,5,8-Tetramethoxy-2,6-dibromonaphthalene), C(CCC)[Sn](C=1SC=CC1)(CCCC)CCCC (2-(tributylstannyl)thiophene), resultant mixture. Reagents/catalysts: C=1C=CC(=CC1)[P](C=2C=CC=CC2)(C=3C=CC=CC3)[Pd]([P](C=4C=CC=CC4)(C=5C=CC=CC5)C=6C=CC=CC6)([P](C=7C=CC=CC7)(C=8C=CC=CC8)C=9C=CC=CC9)[P](C=1C=CC=CC1)(C=1C=CC=CC1)C=1C=CC=CC1 (Pd(PPh3)4). The solvent is petroleum ether, C1(=CC=CC=C1)C (toluene). The product is COC1=C(C=C(C2=C(C(=CC(=C12)OC)C=1SC=CC1)OC)OC)C=1SC=CC1 (1,4,5,8-Tetramethoxy-2,6-bis(2-thienyl)naphthalene). The yield is 96.0%. As a reaction SMILES: [CH3:1][O:2][C:3]1[C:12]2[C:7](=[C:8]([O:16][CH3:17])[C:9](Br)=[CH:10][C:11]=2[O:13][CH3:14])[C:6]([O:18][CH3:19])=[CH:5][C:4]=1Br.C([Sn](CCCC)(CCCC)[C:26]1[S:27][CH:28]=[CH:29][CH:30]=1)CCC>C1(C)C=CC=CC=1.C1C=CC([P]([Pd]([P](C2C=CC=CC=2)(C2C=CC=CC=2)C2C=CC=CC=2)([P](C2C=CC=CC=2)(C2C=CC=CC=2)C2C=CC=CC=2)[P](C2C=CC=CC=2)(C2C=CC=CC=2)C2C=CC=CC=2)(C2C=CC=CC=2)C2C=CC=CC=2)=CC=1>[CH3:1][O:2][C:3]1[C:12]2[C:7](=[C:8]([O:16][CH3:17])[C:9]([C:26]3[S:27][CH:28]=[CH:29][CH:30]=3)=[CH:10][C:11]=2[O:13][CH3:14])[C:6]([O:18][CH3:19])=[CH:5][C:4]=1[C:28]1[S:27][CH:26]=[CH:30][CH:29]=1 |^1:49,51,70,89|. Reported procedure: 1,4,5,8-Tetramethoxy-2,6-dibromonaphthalene (7.80 g., 0.019 mol.) and 2-(tributylstannyl)thiophene (18.00 g., 0.048 mol.) were dissolved in 200 mL dry toluene under argon atmosphere. Pd(PPh3)4 (100 mg.) was introduced into the reaction flask using a Schlenk tube under argon. The resultant mixture was subsequently refluxed for 18 hrs. The brownish black solution was cooled and poured into 500 mL of petroleum ether to afford crude yellow solid. Upon recrystallization from CH2Cl2/petroleum ether (1... Reactants: O (water), [H-].[Na+] (sodium hydride), COC=1C=C2C(=CNC2=CC1OC)C1=CC=2C(=NC=CC2)N1S(=O)(=O)C1=CC=C(C=C1)C (2-(5,6-dimethoxy-1H-indol-3-yl]-1-(toluene-4-sulfonyl)-1H-pyrrolo[2,3-b]pyridine), [Si](C)(C)(C(C)(C)C)OCCBr (2-tert-butyldimethylsilyloxyethyl bromide). Solvent: C(C)(=O)OCC (ethyl acetate), CN(C=O)C (dimethylformamide). Conditions: time 16 hour. Yields the product COC=1C=C2C(=CN(C2=CC1OC)CCO[Si](C)(C)C(C)(C)C)C1=CC=2C(=NC=CC2)N1S(=O)(=O)C1=CC=C(C=C1)C (2-[5,6-dimethoxy-1-(2-tert-butyldimethylsilyloxyethyl)indol-3-yl]-1-(toluene-4-sulfonyl)-1H-pyrrolo[2,3-b]pyridine). RXN SMILES: [H-].[Na+].[CH3:3][O:4][C:5]1[CH:6]=[C:7]2[C:11](=[CH:12][C:13]=1[O:14][CH3:15])[NH:10][CH:9]=[C:8]2[C:16]1[N:24]([S:25]([C:28]2[CH:33]=[CH:32][C:31]([CH3:34])=[CH:30][CH:29]=2)(=[O:27])=[O:26])[C:19]2=[N:20][CH:21]=[CH:22][CH:23]=[C:18]2[CH:17]=1.[Si:35]([O:42][CH2:43][CH2:44]Br)([C:38]([CH3:41])([CH3:40])[CH3:39])([CH3:37])[CH3:36].O>CN(C)C=O.C(OCC)(=O)C>[CH3:3][O:4][C:5]1[CH:6]=[C:7]2[C:11](=[CH:12][C:13]=1[O:14][CH3:15])[N:10]([CH2:44][CH2:43][O:42][Si:35]([C:38]([CH3:41])([CH3:40])[CH3:39])([CH3:37])[CH3:36])[CH:9]=[C:8]2[C:16]1[N:24]([S:25]([C:28]2[CH:29]=[CH:30][C:31]([CH3:34])=[CH:32][CH:33]=2)(=[O:27])=[O:26])[C:19]2=[N:20][CH:21]=[CH:22][CH:23]=[C:18]2[CH:17]=1 |f:0.1|. Reported procedure: 0.049 g of sodium hydride (at 60%) is added to a solution of 0.5 g of 2-(5,6-dimethoxy-1H-indol-3-yl]-1-(toluene-4-sulfonyl)-1H-pyrrolo[2,3-b]pyridine in 12.5 ml of anhydrous dimethylformamide, under an inert argon atmosphere at a temperature in the region of 20° C. Agitation is maintained at this temperature for 30 minutes. 0.264 ml of 2-tert-butyldimethylsilyloxyethyl bromide is added. The reaction medium is agitated at the same temperature for 16 hours. 25 ml of water and 20 ml of ethyl aceta... The reactants are C1(=CC=CC2=CC=CC=C12)O (1-naphthol), N1=C(Cl)N=C(Cl)N=C1Cl (cyanuric chloride), [OH-].[Na+] (sodium hydroxide). The solvent is CC(=O)C (acetone), CC(=O)C (acetone). Run at temperature 0 celsius, time 1 hour. The product is ClC1=NC(=NC(=N1)Cl)OC1=CC=CC2=CC=CC=C12 (2,4-dichloro-6-(1-naphthyloxy)-1,3,5-triazine). Reaction SMILES: [C:1]1([OH:11])[C:10]2[C:5](=[CH:6][CH:7]=[CH:8][CH:9]=2)[CH:4]=[CH:3][CH:2]=1.[OH-].[Na+].[N:14]1[C:21]([Cl:22])=[N:20][C:18](Cl)=[N:17][C:15]=1[Cl:16]>CC(C)=O>[Cl:16][C:15]1[N:14]=[C:21]([Cl:22])[N:20]=[C:18]([O:11][C:1]2[C:10]3[C:5](=[CH:6][CH:7]=[CH:8][CH:9]=3)[CH:4]=[CH:3][CH:2]=2)[N:17]=1 |f:1.2|. Procedure: In a 2 l round-bottom flask, 125.0 g of cyanuric chloride were dissolved in 300 ml of acetone, and a solution of 96.8 g of 1-naphthol in 300 ml of acetone was slowly added dropwise at 0° C. Subsequently, 168 ml of 4 N sodium hydroxide solution were slowly added dropwise. The mixture was stirred at 0° C. for 1 h, then warmed to room temperature and stirred for a further 1 h. The aqueous phase was removed and 200 ml of 5% NaOH and 200 ml of chloroform were added to the organic phase, the aqueous p...